This data is from the Open Reaction Database (ORD), a public repository of structured organic reaction records. The task is: describe an organic reaction: reactants, conditions, products, and yield Reactants: 2.3, BrC=1C=NC(=NC1)C1=NC(=CC=C1)CBr (5-bromo-2-(6-bromomethylpyridin-2-yl)-pyrimidine), C([O-])([O-])=O.[Cs+].[Cs+] (caesium carbonate), O=C1C=CC(=NN1)C=1C=C(C#N)C=CC1 (3-(6-oxo-1,6-dihydropyridazin-3-yl)benzonitrile), O (water). Solvent: CN(C)C=O (DMF). Run at temperature 80 celsius, time 18 hour. The product is BrC=1C=NC(=NC1)C1=CC=CC(=N1)CN1N=C(C=CC1=O)C=1C=C(C#N)C=CC1 (3-{1-[6-(5-bromopyrimidin-2-yl)pyridin-2-ylmethyl]-6-oxo-1,6-dihydropyridazin-3-yl}benzonitrile). As a reaction SMILES: [Br:1][C:2]1[CH:3]=[N:4][C:5]([C:8]2[CH:13]=[CH:12][CH:11]=[C:10]([CH2:14]Br)[N:9]=2)=[N:6][CH:7]=1.C(=O)([O-])[O-].[Cs+].[Cs+].[O:22]=[C:23]1[NH:28][N:27]=[C:26]([C:29]2[CH:30]=[C:31]([CH:34]=[CH:35][CH:36]=2)[C:32]#[N:33])[CH:25]=[CH:24]1.O>CN(C=O)C>[Br:1][C:2]1[CH:3]=[N:4][C:5]([C:8]2[N:9]=[C:10]([CH2:14][N:28]3[C:23](=[O:22])[CH:24]=[CH:25][C:26]([C:29]4[CH:30]=[C:31]([CH:34]=[CH:35][CH:36]=4)[C:32]#[N:33])=[N:27]3)[CH:11]=[CH:12][CH:13]=2)=[N:6][CH:7]=1 |f:1.2.3|. Procedure details: 2.3 54.6 mg (0.166 mmol) of 5-bromo-2-(6-bromomethylpyridin-2-yl)-pyrimidine and 54.1 mg (0.166 mmol) of caesium carbonate are added to a suspension of 32.7 mg (0.166 mmol) of 3-(6-oxo-1,6-dihydropyridazin-3-yl)benzonitrile in 0.5 ml of DMF, and the mixture is stirred for 18 hours at 80° C. The reaction mixture is added to water. The precipitate formed is filtered off with suction, washed with water and dried in vacuo, giving 3-{1-[6-(5-bromopyrimidin-2-yl)pyridin-2-ylmethyl]-6-oxo-1,6-dihydropy... Reactants: C[Si](C)(C)CO, ClC(Cl)Cl, C=COC(=O)Cl, c1ccncc1. The product is C=COC(=O)OC[Si](C)(C)C. As a reaction SMILES: [CH3:7][Si:8]([CH3:9])([CH3:10])[CH2:11][OH:12].[CH:19]([Cl:20])([Cl:21])[Cl:22].[Cl:13][C:14](=[O:15])[O:16][CH:17]=[CH2:18].[cH:1]1[cH:2][cH:3][n:4][cH:5][cH:6]1>>[CH3:7][Si:8]([CH3:9])([CH3:10])[CH2:11][O:12][C:14](=[O:15])[O:16][CH:17]=[CH2:18]. Isolated yield 79.9%. Starting materials: stannous chloride dihydrate, [OH-].[Na+] (sodium hydroxide), Cl (HCl), [N+](=O)([O-])C1=C(C#N)C=CC(=C1)[N+](=O)[O-] (2,4-dinitrobenzonitrile). Yields the product NC1=C(C#N)C=CC(=C1)N (2,4-Diaminobenzonitrile). Procedure details: To a stirred solution of 45.12 grams (0.2 moles) of stannous chloride dihydrate in 100 ml. of concentrated HCl is added, gradually, 5.44 grams (0.0282 moles) of 2,4-dinitrobenzonitrile. An exothermic reaction takes place with the temperature rising to about 80°. The solution is stirred and allowed to come to room temperature over the course of 2 hours. The mixture is made strongly basic by the addition of a 50% sodium hydroxide solution, with cooling, and extracted with methylene chloride. The C... RXN SMILES: Cl.[N+:2]([C:5]1[CH:12]=[C:11]([N+:13]([O-])=O)[CH:10]=[CH:9][C:6]=1[C:7]#[N:8])([O-])=O.[OH-].[Na+]>>[NH2:2][C:5]1[CH:12]=[C:11]([NH2:13])[CH:10]=[CH:9][C:6]=1[C:7]#[N:8] |f:2.3|. Reactants: Fc1ncccc1Br, CC#N, Cc1cc(B(O)O)ccn1, COc1cccc(OC)c1-c1ccccc1P(C1CCCCC1)C1CCCCC1, [Na+], [Na+], O=C([O-])[O-], O. Product: Cc1cc(-c2cccnc2F)ccn1. As a reaction SMILES: [Br:1][c:2]1[c:3]([F:8])[n:4][cH:5][cH:6][cH:7]1.[C:55](#[N:56])[CH3:57].[CH3:9][c:10]1[n:11][cH:12][cH:13][c:14]([B:16]([OH:17])[OH:18])[cH:15]1.[CH:19]1([P:20]([CH:21]2[CH2:22][CH2:23][CH2:24][CH2:25][CH2:26]2)[c:27]2[cH:28][cH:29][cH:30][cH:31][c:32]2-[c:33]2[c:34]([O:35][CH3:36])[cH:37][cH:38][cH:39][c:40]2[O:41][CH3:42])[CH2:43][CH2:44][CH2:45][CH2:46][CH2:47]1.[Na+:48].[Na+:49].[O-:50][C:51](=[O:52])[O-:53].[OH2:54]>>[c:2]1(-[c:14]2[cH:13][cH:12][n:11][c:10]([CH3:9])[cH:15]2)[c:3]([F:8])[n:4][cH:5][cH:6][cH:7]1. Procedure: To a solution of 0.50 gm (1.11 mMol) 6-bromo-3-(dimethyl)amino-9-triisopropylsilyl-1,2,3,4-tetrahydro-9H-carbazole in 50 mL tetrahydrofuran at -78° C. were added 1.96 mL (3.33 mMol) t-butyllithium (1.7M in pentane) and the resulting dark solution was allowed to stir for 30 minutes. To this mixture were then added 0.20 gm (1.22 mMol) N-methyl-N-methoxybenzamide and the reaction mixture was allowed to warm to room temperature over 1 hour. The reaction mixture was then treated with 0.1N sodium hydr... The reactants are BrC=1C=C2C=3CC(CCC3N(C2=CC1)[Si](C(C)C)(C(C)C)C(C)C)N(C)C (6-bromo-3-(dimethyl)amino-9-triisopropylsilyl-1,2,3,4-tetrahydro-9H-carbazole), C(C)(C)(C)[Li] (t-butyllithium), [OH-].[Na+] (sodium hydroxide), CN(C(C1=CC=CC=C1)=O)OC (N-methyl-N-methoxybenzamide). The product is C(C1=CC=CC=C1)(=O)C=1C=C2C=3CC(CCC3N(C2=CC1)[Si](C(C)C)(C(C)C)C(C)C)N(C)C.C(C1=CC=CC=C1)(=O)C=1C=C2C=3CC(CCC3NC2=CC1)N(C)C (6-benzoyl-3-(dimethyl)amino-1,2,3,4-tetrahydro-9H-carbazole 6-benzoyl-3-(dimethyl)amino-9-triisopropylsilyl-1,2,3,4-tetrahydro-9H-carbazole). Isolated yield 109.0%. Reaction SMILES: Br[C:2]1[CH:3]=[C:4]2[C:12](=[CH:13][CH:14]=1)[N:11]([Si:15]([CH:22]([CH3:24])[CH3:23])([CH:19]([CH3:21])[CH3:20])[CH:16]([CH3:18])[CH3:17])[C:10]1[CH2:9][CH2:8][CH:7]([N:25]([CH3:27])[CH3:26])[CH2:6][C:5]2=1.C([Li])(C)(C)C.CN(OC)[C:35](=[O:42])[C:36]1[CH:41]=[CH:40][CH:39]=[CH:38][CH:37]=1.[OH-].[Na+]>O1CCCC1>[C:35]([C:2]1[CH:3]=[C:4]2[C:12](=[CH:13][CH:14]=1)[N:11]([Si:15]([CH:19]([CH3:20])[CH3:21])([CH:16]([CH3:18])[CH3:17])[CH:22]([CH3:24])[CH3:23])[C:10]1[CH2:9][CH2:8][CH:7]([N:25]([CH3:26])[CH3:27])[CH2:6][C:5]2=1)(=[O:42])[C:36]1[CH:41]=[CH:40][CH:39]=[CH:38][CH:37]=1.[C:35]([C:2]1[CH:3]=[C:4]2[C:12](=[CH:13][CH:14]=1)[NH:11][C:10]1[CH2:9][CH2:8][CH:7]([N:25]([CH3:26])[CH3:27])[CH2:6][C:5]2=1)(=[O:42])[C:36]1[CH:41]=[CH:40][CH:39]=[CH:38][CH:37]=1 |f:3.4,6.7|. Conditions: time 30 minute. Run in O1CCCC1 (tetrahydrofuran). The reactants are O (water), [Mg] (magnesium), BrC(C(=O)OCC)C (ethyl 2-bromopropionate), FC(C=1C=C(C=CC1)Br)(F)F (3-Trifluoromethylbromobenzene), [Mg] (magnesium), [Mg] (magnesium). Reagents/catalysts: [Cl-].[Zn+2].[Cl-] (zinc chloride). Solvent: O1CCCC1 (tetrahydrofuran), CCOCC (ether), O1CCCC1 (tetrahydrofuran). Run at temperature 55 celsius. The product is C(C)OC(C(C)C1=CC(=CC=C1)C(F)(F)F)=O (2-(3-trifluoromethyl-phenyl)-propionic acid ethyl ester). Reaction SMILES: [F:1][C:2]([F:11])([F:10])[C:3]1[CH:4]=[C:5](Br)[CH:6]=[CH:7][CH:8]=1.[Mg].Br[CH:14]([CH3:20])[C:15]([O:17][CH2:18][CH3:19])=[O:16].O>O1CCCC1.[Cl-].[Zn+2].[Cl-].CCOCC>[CH2:18]([O:17][C:15](=[O:16])[CH:14]([C:5]1[CH:6]=[CH:7][CH:8]=[C:3]([C:2]([F:11])([F:10])[F:1])[CH:4]=1)[CH3:20])[CH3:19] |f:5.6.7|. Procedure details: 3-Trifluoromethylbromobenzene 50 (0.2 mol) was dissolved in dry tetrahydrofuran (100 mL). A small amount of magnesium metal was added and the mixture was warmed until reaction commenced. Additional magnesium (0.2 mol) was added. The mixture was maintained at reflux until the magnesium was consumed. A solution of anhydrous zinc chloride (0.2 mol) in tetrahydrofuran (50 mL) was added. The mixture was maintained at 55° C. for 2 hours, and then ethyl 2-bromopropionate (0.2 mol) was added. The mixtur... The reactants are FC(C=1C=CC2=C(C(=NCC=3N2C(=NN3)C)C3=CC=CC=C3)C1)(F)F (8-trifluoromethyl-1-methyl-6-phenyl-4H-s-triazolo[4,3-a][1,4]benzodiazepine). Solvent: C(C)(=O)Cl (acetyl chloride), CN(C)CN(C)C (N,N,N', N'-tetramethyldiaminomethane), CN(C=O)C (dimethylformamide), CN(C)CN(C)C (N,N,N',N'-tetramethyldiaminomethane). The product is FC(C=1C=CC2=C(C(=NCC=3N2C(=NN3)CCN(C)C)C3=CC=CC=C3)C1)(F)F (8-trifluoromethyl-1-[2-(dimethylamino)ethyl]-6-phenyl-4H-s-triazolo[4,3-a][1,4]benzodiazepine). Reaction SMILES: [F:1][C:2]([F:25])([F:24])[C:3]1[CH:4]=[CH:5][C:6]2[N:12]3[C:13]([CH3:16])=[N:14][N:15]=[C:11]3[CH2:10][N:9]=[C:8]([C:17]3[CH:22]=[CH:21][CH:20]=[CH:19][CH:18]=3)[C:7]=2[CH:23]=1>CN(C)C=O.CN(CN(C)C)C.C(Cl)(=O)C>[F:25][C:2]([F:24])([F:1])[C:3]1[CH:4]=[CH:5][C:6]2[N:12]3[C:13]([CH2:16][CH2:11][N:12]([CH3:13])[CH3:6])=[N:14][N:15]=[C:11]3[CH2:10][N:9]=[C:8]([C:17]3[CH:22]=[CH:21][CH:20]=[CH:19][CH:18]=3)[C:7]=2[CH:23]=1. Reported procedure: In the manner given in Example 1, a solution of 8-trifluoromethyl-1-methyl-6-phenyl-4H-s-triazolo[4,3-a][1,4]benzodiazepine in dimethylformamide, N,N,N',N'-tetramethyldiaminomethane and acetyl chloride (in 0.1 molar excess compared to the N,N,N', N'-tetramethyldiaminomethane) are reacted together to give 8-trifluoromethyl-1-[2-(dimethylamino)ethyl]-6-phenyl-4H-s-triazolo[4,3-a][1,4]benzodiazepine.